Task: describe an organic reaction: reactants, conditions, products, and yield. Dataset: the Open Reaction Database (ORD), a public repository of structured organic reaction records Starting materials: Cc1ccc([N+](=O)[O-])cc1Nc1nc(-c2cccnc2)cs1, CO, [H][H]. The product is Cc1ccc(N)cc1Nc1nc(-c2cccnc2)cs1. RXN SMILES: [CH3:1][c:2]1[c:3]([NH:11][c:12]2[s:13][cH:14][c:15](-[c:17]3[cH:18][n:19][cH:20][cH:21][cH:22]3)[n:16]2)[cH:4][c:5]([N+:8]([O-:9])=[O:10])[cH:6][cH:7]1.[CH3:25][OH:26].[H:23][H:24]>>[CH3:1][c:2]1[c:3]([NH:11][c:12]2[s:13][cH:14][c:15](-[c:17]3[cH:18][n:19][cH:20][cH:21][cH:22]3)[n:16]2)[cH:4][c:5]([NH2:8])[cH:6][cH:7]1. Reactants: O=C(O)C1c2ccccc2Oc2ccccc21, NCc1ccc2c(c1)OCO2. The reagents and catalysts are CC(C)N=C=NC(C)C (DIC), CCOC(=O)C(=NO)C#N (Oxyma). Solvent: CN(C)C=O (DMF), CN(C)C=O (DMF), CN(C)C=O (DMF), CN(C)C=O (DMF), CN(C)C=O (DMF), CN(C)C=O (DMF). Conditions: temperature 25 celsius, time 2 hour. The product is O=C(NCc1ccc2c(c1)OCO2)C1c2ccccc2Oc2ccccc21. Isolated yield 89.5%. RXN SMILES: NCc1ccc2c(c1)OCO2.O=C(O)C1c2ccccc2Oc2ccccc21.CC(C)N=C=NC(C)C.CCOC(=O)C(=NO)C#N.CN(C)C=O>>O=C(NCc1ccc2c(c1)OCO2)C1c2ccccc2Oc2ccccc21.